This data is from the Open Reaction Database (ORD), a public repository of structured organic reaction records. The task is: describe an organic reaction: reactants, conditions, products, and yield Starting materials: [Br-], [Br-], CON(C)C(=O)c1cccc(Br)c1, C1CCOC1, CCC(F)(F)F, CCC(F)(F)F, [Mg+2]. The product is O=C(CCC(F)(F)F)c1cccc(Br)c1. As a reaction SMILES: [Br-:1].[Br-:9].[Br:16][c:17]1[cH:18][c:19]([C:20](=[O:21])[N:22]([O:23][CH3:24])[CH3:25])[cH:26][cH:27][cH:28]1.[CH2:29]1[O:30][CH2:31][CH2:32][CH2:33]1.[F:10][C:11]([F:12])([F:13])[CH2:14][CH3:15].[F:3][C:4]([F:5])([F:6])[CH2:7][CH3:8].[Mg+2:2]>>[F:3][C:4]([F:5])([F:6])[CH2:7][CH2:8][C:20]([c:19]1[cH:18][c:17]([Br:16])[cH:28][cH:27][cH:26]1)=[O:21]. The reactants are FC(CNC(=O)NC=1C=C(C=CC1)C1=CN=C2N1N=CC(=C2)C2=CC=C(C=C2)C(C(=O)O)C)(F)F (2-(4-{3-[3-({[(2,2,2-trifluoroethyl)amino]carbonyl}amino)phenyl]imidazo[1,2-b]pyridazin-7-yl}phenyl)propanoic acid), N1CCOCC1 (morpholine). The product is CC(C(=O)N1CCOCC1)C1=CC=C(C=C1)C1=CC=2N(N=C1)C(=CN2)C=2C=C(C=CC2)NC(=O)NCC(F)(F)F (N-(3-{7-[4-(1-Methyl-2-morpholin-4-yl-2-oxoethyl)phenyl]imidazo[1,2-b]pyridazin-3-yl}phenyl)-N′-(2,2,2-trifluoroethyl)urea). As a reaction SMILES: [F:1][C:2]([F:35])([F:34])[CH2:3][NH:4][C:5]([NH:7][C:8]1[CH:9]=[C:10]([C:14]2[N:18]3[N:19]=[CH:20][C:21]([C:23]4[CH:28]=[CH:27][C:26]([CH:29]([CH3:33])[C:30]([OH:32])=O)=[CH:25][CH:24]=4)=[CH:22][C:17]3=[N:16][CH:15]=2)[CH:11]=[CH:12][CH:13]=1)=[O:6].[NH:36]1[CH2:41][CH2:40][O:39][CH2:38][CH2:37]1>>[CH3:33][CH:29]([C:26]1[CH:25]=[CH:24][C:23]([C:21]2[CH:20]=[N:19][N:18]3[C:14]([C:10]4[CH:9]=[C:8]([NH:7][C:5]([NH:4][CH2:3][C:2]([F:1])([F:35])[F:34])=[O:6])[CH:13]=[CH:12][CH:11]=4)=[CH:15][N:16]=[C:17]3[CH:22]=2)=[CH:28][CH:27]=1)[C:30]([N:36]1[CH2:41][CH2:40][O:39][CH2:38][CH2:37]1)=[O:32]. Procedure: This compound was prepared by using procedure analogous to those described for the synthesis of Example 98, Step 9 starting from 2-(4-{3-[3-({[(2,2,2-trifluoroethyl)amino]carbonyl}amino)phenyl]imidazo[1,2-b]pyridazin-7-yl}phenyl)propanoic acid and morpholine. LCMS (M+H)+: m/z=553.3 Starting materials: CNC(=O)C1=NC=CC(=C1)OC1=CC=C(C=C1)N (4-(4-aminophenoxy)pyridine-2-carboxylic acid methylamide), NC1=CC=C(C=C1)O (4-aminophenol), CNC(=O)C1=NC=CC(=C1)Cl (4-chloropyridine-2-carboxylic acid methylamide). Yields the product NC1=C(C=C(OC2=CC(=NC=C2)C(=O)N)C=C1)Cl (4-(4-Amino-3-chloro-phenoxy)pyridine-2-carboxamide). Reaction SMILES: C[NH:2][C:3]([C:5]1[CH:10]=[C:9]([O:11][C:12]2[CH:17]=[CH:16][C:15]([NH2:18])=[CH:14][CH:13]=2)[CH:8]=[CH:7][N:6]=1)=[O:4].NC1C=CC(O)=CC=1.CNC(C1C=C([Cl:37])C=CN=1)=O>>[NH2:18][C:15]1[CH:16]=[CH:17][C:12]([O:11][C:9]2[CH:8]=[CH:7][N:6]=[C:5]([C:3]([NH2:2])=[O:4])[CH:10]=2)=[CH:13][C:14]=1[Cl:37]. Procedure: The title compound was prepared in the same manner described for 4-(4-aminophenoxy)pyridine-2-carboxylic acid methylamide, substituting 4-amino-3-chlorophenol for 4-aminophenol, and substituting 4-chloro-2-pyridinecarboxamide for 4-chloropyridine-2-carboxylic acid methylamide. 1H-NMR (DMSO-d6) δ 8.45 (d, J=5.4 Hz, 1H), 8.08 (s, 1H), 7.67 (s, 1H), 7.32 (d, J=2.7 Hz, 1H), 7.15 (d, J=2.7 Hz, 1H), 7.09 (dd, J=2.7, 5.4 Hz, 1H), 6.93 to 6.84 (m, 2H), 5.44 (s, 2H); MS LC-MS (M+H)+=264.1, RT=2.40 min.